This data is from the Open Reaction Database (ORD), a public repository of structured organic reaction records. The task is: describe an organic reaction: reactants, conditions, products, and yield The reactants are Cl.COC=1C=C(C=CC1OC)C=1C(C(N(N1)C1CCNCC1)=O)(C)C (5-(3,4-dimethoxyphenyl)-4,4-dimethyl-2-(piperidin-4-yl)-2,4-dihydro-3H-pyrazol-3-one hydrochloride), Cl.COC=1C=C(C=CC1OC)C=1C(C(N(N1)C1CCNCC1)=O)(C)C (5-(3,4-dimethoxyphenyl)-4,4-dimethyl-2-(piperidin-4-yl)-2,4-dihydro-3H-pyrazol-3-one hydrochloride), ClS(=O)(=O)C1=C(C(=O)OC)C=CC=C1 (methyl 2-(chlorosulfonyl)benzoate). Yields the product COC=1C=C(C=CC1OC)C1=NN(C(C1(C)C)=O)C1CCN(CC1)S(=O)(=O)C1=C(C(=O)OC)C=CC=C1 (Methyl 2-({4-[3-(3,4-dimethoxyphenyl)-4,4-dimethyl-5-oxo-4,5-dihydro-1H-pyrazol-1-yl]piperidin-1-yl}sulfonyl)benzoate). As a reaction SMILES: Cl.[CH3:2][O:3][C:4]1[CH:5]=[C:6]([C:12]2[C:13]([CH3:25])([CH3:24])[C:14](=[O:23])[N:15]([CH:17]3[CH2:22][CH2:21][NH:20][CH2:19][CH2:18]3)[N:16]=2)[CH:7]=[CH:8][C:9]=1[O:10][CH3:11].Cl[S:27]([C:30]1[CH:39]=[CH:38][CH:37]=[CH:36][C:31]=1[C:32]([O:34][CH3:35])=[O:33])(=[O:29])=[O:28]>>[CH3:2][O:3][C:4]1[CH:5]=[C:6]([C:12]2[C:13]([CH3:25])([CH3:24])[C:14](=[O:23])[N:15]([CH:17]3[CH2:22][CH2:21][N:20]([S:27]([C:30]4[CH:39]=[CH:38][CH:37]=[CH:36][C:31]=4[C:32]([O:34][CH3:35])=[O:33])(=[O:29])=[O:28])[CH2:19][CH2:18]3)[N:16]=2)[CH:7]=[CH:8][C:9]=1[O:10][CH3:11] |f:0.1|. Reported procedure: The title compound is prepared analogously as described for GP1 using 5-(3,4-dimethoxyphenyl)-4,4-dimethyl-2-(piperidin-4-yl)-2,4-dihydro-3H-pyrazol-3-one hydrochloride (compound B1*HCl) and methyl 2-(chlorosulfonyl)benzoate as starting compounds. The crude product is purified by crystallization from EA and diethyl ether to yield the title compound. Starting materials: CCOC(C)=O, C, CCOC(=O)C(CCC1CCCCC1)NC1COc2ccccc2N(CC(=O)OCc2ccccc2)C1=O, Cl, [Pd]. Yields the product CCOC(=O)C(CCC1CCCCC1)NC1COc2ccccc2N(CC(=O)O)C1=O, Cl. As a reaction SMILES: [C:39]([O:40][CH2:41][CH3:42])(=[O:43])[CH3:44].[C:46].[CH2:1]([CH3:2])[O:3][C:4](=[O:5])[CH:6]([CH2:7][CH2:8][CH:9]1[CH2:10][CH2:11][CH2:12][CH2:13][CH2:14]1)[NH:15][CH:16]1[CH2:17][O:18][c:19]2[c:20]([cH:35][cH:36][cH:37][cH:38]2)[N:21]([CH2:24][C:25](=[O:26])[O:27][CH2:28][c:29]2[cH:30][cH:31][cH:32][cH:33][cH:34]2)[C:22]1=[O:23].[ClH:45].[Pd:47]>>[CH2:1]([CH3:2])[O:3][C:4](=[O:5])[CH:6]([CH2:7][CH2:8][CH:9]1[CH2:10][CH2:11][CH2:12][CH2:13][CH2:14]1)[NH:15][CH:16]1[CH2:17][O:18][c:19]2[c:20]([cH:35][cH:36][cH:37][cH:38]2)[N:21]([CH2:24][C:25](=[O:26])[OH:27])[C:22]1=[O:23].[ClH:45]. Starting materials: OCC=1C=CC=C2C=CC=C(C12)O (8-hydroxymethyl-1-naphthol), COCCl (chloromethyl methyl ether), C([O-])([O-])=O.[K+].[K+] (potassium carbonate). Yields the product C1=CC=CC2=CC=CC=C12 (naphthalene). RXN SMILES: OC[C:3]1[CH:4]=[CH:5][CH:6]=[C:7]2[C:12]=1[C:11](O)=[CH:10][CH:9]=[CH:8]2.COCCl.C(=O)([O-])[O-].[K+].[K+]>>[CH:3]1[C:12]2[C:7](=[CH:8][CH:9]=[CH:10][CH:11]=2)[CH:6]=[CH:5][CH:4]=1 |f:2.3.4|. Reported procedure: 8-hydroxymethyl-1-naphthol (XXXXXVI) is reacted with chloromethyl methyl ether in a customary manner, for example, by using potassium carbonate as an acid remover to obtain a naphthalene derivative (XXXXXVII). Reactants: S(=O)(Cl)Cl (thionyl chloride), CN(C=O)C (dimethyl formamide). Run at time 5 minute. The product is O=S(Cl)Cl.CN(C=O)C (SOCl2 DMF). Yield: 51.0%. Reaction SMILES: [S:1]([Cl:4])([Cl:3])=[O:2].[CH3:5][N:6]([CH3:9])[CH:7]=[O:8]>>[O:2]=[S:1]([Cl:4])[Cl:3].[CH3:5][N:6]([CH3:9])[CH:7]=[O:8] |f:2.3|. Reported procedure: The reagent used in this case is the Vilsmaier reagent and it is prepared by adding 200 μl of thionyl chloride (SOCl2) to 1 ml of dry dimethyl formamide (DMF) at a temperature of 0° to 4° C. and whilst stirring for 5 min. This gives a SOCl2 /DMF reagent. 53 μl of this reagent are then added dropwise to 0.11 mmole of compound 4a dissolved in the minimum of dry DMF. The mixture is then stirred for 20 min. at ambient temperature and vacuum evaporation then takes place of the thionyl chloride. This ...